From a dataset of the Open Reaction Database (ORD), a public repository of structured organic reaction records. describe an organic reaction: reactants, conditions, products, and yield The reactants are CC(=O)O[BH-](OC(C)=O)OC(C)=O, Cc1ccc2cccc(N3CCNCC3)c2n1, [Na+], O=C1CCN(c2cccc3cccnc23)CC1. Yields the product Cc1ccc2cccc(N3CCN(C4CCN(c5cccc6cccnc56)CC4)CC3)c2n1. As a reaction SMILES: [C:35]([O:36][BH-:37]([O:38][C:39](=[O:40])[CH3:41])[O:42][C:43](=[O:44])[CH3:45])(=[O:46])[CH3:47].[CH3:1][c:2]1[n:3][c:4]2[c:5]([N:12]3[CH2:13][CH2:14][NH:15][CH2:16][CH2:17]3)[cH:6][cH:7][cH:8][c:9]2[cH:10][cH:11]1.[Na+:48].[n:18]1[cH:19][cH:20][cH:21][c:22]2[cH:23][cH:24][cH:25][c:26]([N:28]3[CH2:29][CH2:30][C:31](=[O:34])[CH2:32][CH2:33]3)[c:27]12>>[CH3:1][c:2]1[n:3][c:4]2[c:5]([N:12]3[CH2:13][CH2:14][N:15]([CH:31]4[CH2:30][CH2:29][N:28]([c:26]5[cH:25][cH:24][cH:23][c:22]6[cH:21][cH:20][cH:19][n:18][c:27]65)[CH2:33][CH2:32]4)[CH2:16][CH2:17]3)[cH:6][cH:7][cH:8][c:9]2[cH:10][cH:11]1. The reactants are CO, Cc1ccccc1C1=CCN(C(=O)C2(c3ccc(Cl)cc3)CC2)C1, [H][H]. Yields the product Cc1ccccc1C1CCN(C(=O)C2(c3ccc(Cl)cc3)CC2)C1. As a reaction SMILES: [CH3:25][OH:26].[Cl:1][c:2]1[cH:3][cH:4][c:5]([C:8]2([C:11](=[O:12])[N:13]3[CH2:14][C:15]([c:18]4[c:19]([CH3:24])[cH:20][cH:21][cH:22][cH:23]4)=[CH:16][CH2:17]3)[CH2:9][CH2:10]2)[cH:6][cH:7]1.[H:27][H:28]>>[Cl:1][c:2]1[cH:3][cH:4][c:5]([C:8]2([C:11](=[O:12])[N:13]3[CH2:14][CH:15]([c:18]4[c:19]([CH3:24])[cH:20][cH:21][cH:22][cH:23]4)[CH2:16][CH2:17]3)[CH2:9][CH2:10]2)[cH:6][cH:7]1. Starting materials: C(C)(=O)OC(C)=O (acetic anhydride), [N+](=O)([O-])C=1C=C(C=O)C=CC1 (3-nitrobenzaldehyde), C(C)(C)C=1N=C(SC1)C (4-isopropyl-2-methylthiazole). The product is C(C)(C)C=1N=C(SC1)\C=C\C1=CC(=CC=C1)[N+](=O)[O-] (4-isopropyl-2-(trans-3-nitrostyryl) thiazole). Yield: 31.9%. RXN SMILES: C(OC(=O)C)(=O)C.[N+:8]([C:11]1[CH:12]=[C:13]([CH:16]=[CH:17][CH:18]=1)[CH:14]=O)([O-:10])=[O:9].[CH:19]([C:22]1[N:23]=[C:24]([CH3:27])[S:25][CH:26]=1)([CH3:21])[CH3:20]>>[CH:19]([C:22]1[N:23]=[C:24](/[CH:27]=[CH:14]/[C:13]2[CH:16]=[CH:17][CH:18]=[C:11]([N+:8]([O-:10])=[O:9])[CH:12]=2)[S:25][CH:26]=1)([CH3:21])[CH3:20]. Procedure details: To 11.3 ml of acetic anhydride were added 29.0 g of 3-nitrobenzaldehyde and 27.1 g of 4-isopropyl-2-methylthiazole and the reaction was carried out under nitrogen gas stream at 170° C. for 23 hours. After completion of the reaction, low boiling materials were evaporated under reduced pressure and the residue was recrystallized from ethyl ether-n-hexane to give 16.8 g (yield 32%) of the title compound as yellowish white crystals.